describe an organic reaction: reactants, conditions, products, and yield From a dataset of the Open Reaction Database (ORD), a public repository of structured organic reaction records. Reactants: C(C)(=O)SC[C@H](C(=O)O)CC1=C(C=CC=C1)C (2(S)-acetylthiomethyl-3-(2-methylphenyl)propionic acid), Cl.C(C)OC([C@H](CN)O)=O ((S)-isoserine ethyl ester hydrochloride), C=1C=CC2=C(C1)N=NN2O (HOBT), CN1CCOCC1 (N-methylmorpholine). Solvent: CN(C)C=O (DMF), C(CCl)Cl (EDC). Yields the product C(C)OC([C@H](CNC([C@H](CC1=C(C=CC=C1)C)CSC(C)=O)=O)O)=O (N-[2(S)-ACETYLTHIOMETHYL-3-(2-METHYLPHENYL)-PROPANOYL]-(S)-ISOSERINE ETHYL ESTER). RXN SMILES: [C:1]([S:4][CH2:5][C@@H:6]([CH2:10][C:11]1[CH:16]=[CH:15][CH:14]=[CH:13][C:12]=1[CH3:17])[C:7]([OH:9])=O)(=[O:3])[CH3:2].Cl.[CH2:19]([O:21][C:22](=[O:27])[C@@H:23]([OH:26])[CH2:24][NH2:25])[CH3:20].C1C=CC2N(O)N=NC=2C=1.CN1CCOCC1>CN(C=O)C.C(Cl)CCl>[CH2:19]([O:21][C:22](=[O:27])[C@@H:23]([OH:26])[CH2:24][NH:25][C:7](=[O:9])[C@@H:6]([CH2:5][S:4][C:1](=[O:3])[CH3:2])[CH2:10][C:11]1[CH:16]=[CH:15][CH:14]=[CH:13][C:12]=1[CH3:17])[CH3:20] |f:1.2|. Procedure details: Combine 2(S)-acetylthiomethyl-3-(2-methylphenyl)propionic acid (1.65 g) and (S)-isoserine ethyl ester hydrochloride (1.10 g), EDC (1.51 g), HOBT (0.99 g) and N-methylmorpholine (1.50 ml) in DMF (10 ml), and stir the resulting mixture for 20 hours. Concentrate the reaction mixture in vacuo and partition the residue between dichloromethane/water. Concentrate the dried (MgSO4) dichloromethane solution in vacuo. Chromatograph the resulting residue on a column of flash silica gel (300 ml) using ethyl... Starting materials: CC(=O)OC(C)=O, CC(=O)O, CC(=O)Nc1ccc(N)cc1F, O. Yields the product CC(=O)Nc1ccc(NC(C)=O)c(F)c1. As a reaction SMILES: [CH3:14][C:15](=[O:16])[O:17][C:18](=[O:19])[CH3:20].[CH3:21][C:22](=[O:23])[OH:24].[NH2:1][c:2]1[cH:3][c:4]([F:12])[c:5]([NH:8][C:9]([CH3:10])=[O:11])[cH:6][cH:7]1.[OH2:13]>>[NH:1]([c:2]1[cH:3][c:4]([F:12])[c:5]([NH:8][C:9]([CH3:10])=[O:11])[cH:6][cH:7]1)[C:15]([CH3:14])=[O:16]. The reactants are FC1=C(C(=CC=C1F)[N+](=O)[O-])O (2,3-difluoro-6-nitrophenol), O (water), C([O-])([O-])=O.[K+].[K+] (potassium carbonate), CI (methyl iodide). Yield: 90.6%. The product is FC1=C(C(=C(C=C1)[N+](=O)[O-])OC)F (1,2-difluoro-3-(methyloxy)-4-nitrobenzene). As a reaction SMILES: [F:1][C:2]1[C:7]([F:8])=[CH:6][CH:5]=[C:4]([N+:9]([O-:11])=[O:10])[C:3]=1[OH:12].[C:13](=O)([O-])[O-].[K+].[K+].CI.O>CN(C)C=O>[F:8][C:7]1[CH:6]=[CH:5][C:4]([N+:9]([O-:11])=[O:10])=[C:3]([O:12][CH3:13])[C:2]=1[F:1] |f:1.2.3|. Reported procedure: To a solution of 2,3-difluoro-6-nitrophenol (15.01 g, 85.8 mmol) in anhydrous dimethylformamide (120 mL) was cautiously added potassium carbonate (16.6 g, 120 mmol) and methyl iodide (6.63 mL, 107 mmol). The resulting suspension was stirred overnight. The next morning the reaction was poured into water and extracted twice with diethyl ether. The organic layers were washed twice with 5% LiCl, dried over sodium sulfate. The solvents were removed under reduced pressure to afford 1,2-difluoro-3-(met... Run in CN(C=O)C (dimethylformamide). Run at time 8 hour.